From a dataset of the Open Reaction Database (ORD), a public repository of structured organic reaction records. describe an organic reaction: reactants, conditions, products, and yield Reaction SMILES: [Br:1][C:2]1[CH:7]=[CH:6][C:5]([CH2:8][C:9](=O)[CH3:10])=[CH:4][CH:3]=1.[ClH:12].[CH2:13]([NH2:15])[CH3:14].C([BH3-])#N.[Na+]>CO>[ClH:12].[Br:1][C:2]1[CH:7]=[CH:6][C:5]([CH2:8][CH:9]([NH:15][CH2:13][CH3:14])[CH3:10])=[CH:4][CH:3]=1 |f:1.2,3.4,6.7|. Procedure: A mixture of 1-(4-bromophenyl)propan-2-one (5 grams, 23.5 mmole), ethylamine hydrochloride (19 grams, 0.23 mole) and sodium cyanoborohydride (2.22 grams, 0.035 mole) in methanol (100 ml) was stirred at 22° C. for 16 hours. The mixture was concentrated under reduced pressure and the residue was partitioned between 1.0N sodium hydroxide (25 ml) and ethyl ether (60 ml). The organic phase was dried (anhydrous magnesium sulfate) and concentrated under reduced pressure. The oily base was converted to ... The yield is 58.0%. Conditions: temperature 22 celsius, time 16 hour. The solvent is CO (methanol). The product is Cl.BrC1=CC=C(C=C1)CC(C)NCC ([2-(4-bromophenyl)-1-methylethyl]ethylamine hydrochloride). Reactants: BrC1=CC=C(C=C1)CC(C)=O (1-(4-bromophenyl)propan-2-one), Cl.C(C)N (ethylamine hydrochloride), C(#N)[BH3-].[Na+] (sodium cyanoborohydride). The reactants are O=C([O-])O, CC1=NN(c2ccc3c(c2)CCC3)C(=O)C1, COC(=O)c1ccc(-c2cccc(N)c2O)o1, Cl, O=N[O-], [Na+], [Na+]. Product: COC(=O)c1ccc(-c2cccc(NN=C3C(=O)N(c4ccc5c(c4)CCC5)N=C3C)c2O)o1. Reaction SMILES: [C:38](=[O:39])([OH:40])[O-:41].[CH2:22]1[CH2:23][CH2:24][c:25]2[cH:26][c:27]([N:31]3[N:32]=[C:33]([CH3:37])[CH2:34][C:35]3=[O:36])[cH:28][cH:29][c:30]21.[CH3:1][O:2][C:3](=[O:4])[c:5]1[o:6][c:7](-[c:10]2[c:11]([OH:17])[c:12]([NH2:16])[cH:13][cH:14][cH:15]2)[cH:8][cH:9]1.[ClH:43].[N:18]([O-:19])=[O:20].[Na+:21].[Na+:42]>>[CH3:1][O:2][C:3](=[O:4])[c:5]1[o:6][c:7](-[c:10]2[c:11]([OH:17])[c:12]([NH:16][N:18]=[C:34]3[C:33]([CH3:37])=[N:32][N:31]([c:27]4[cH:26][c:25]5[c:30]([cH:29][cH:28]4)[CH2:22][CH2:23][CH2:24]5)[C:35]3=[O:36])[cH:13][cH:14][cH:15]2)[cH:8][cH:9]1. Starting materials: O=C([O-])[O-], Cc1ccc(S(=O)(=O)OCC2CCCN2C(=O)OC(C)(C)C)cc1, CN(C)C=O, COC(=O)c1sc(-n2cnc3ccc(CS(C)(=O)=O)cc32)cc1OC(C)c1cccc(O)c1Cl, [Cs+], [Cs+]. Product: COC(=O)c1sc(-n2cnc3ccc(CS(C)(=O)=O)cc32)cc1OC(C)c1cccc(OCC2CCCN2C(=O)OC(C)(C)C)c1Cl. Reaction SMILES: [C:59](=[O:60])([O-:61])[O-:62].[CH3:35][c:36]1[cH:37][cH:38][c:39]([S:40]([O:41][CH2:46][CH:47]2[N:48]([C:52](=[O:53])[O:54][C:55]([CH3:56])([CH3:57])[CH3:58])[CH2:49][CH2:50][CH2:51]2)(=[O:42])=[O:43])[cH:44][cH:45]1.[CH3:65][N:66]([CH3:67])[CH:68]=[O:69].[Cl:1][c:2]1[c:3]([CH:9]([CH3:10])[O:11][c:12]2[c:13]([C:31](=[O:32])[O:33][CH3:34])[s:14][c:15](-[n:17]3[cH:18][n:19][c:20]4[c:21]3[cH:22][c:23]([CH2:26][S:27](=[O:28])(=[O:29])[CH3:30])[cH:24][cH:25]4)[cH:16]2)[cH:4][cH:5][cH:6][c:7]1[OH:8].[Cs+:63].[Cs+:64]>>[Cl:1][c:2]1[c:3]([CH:9]([CH3:10])[O:11][c:12]2[c:13]([C:31](=[O:32])[O:33][CH3:34])[s:14][c:15](-[n:17]3[cH:18][n:19][c:20]4[c:21]3[cH:22][c:23]([CH2:26][S:27](=[O:28])(=[O:29])[CH3:30])[cH:24][cH:25]4)[cH:16]2)[cH:4][cH:5][cH:6][c:7]1[O:8][CH2:46][CH:47]1[N:48]([C:52](=[O:53])[O:54][C:55]([CH3:56])([CH3:57])[CH3:58])[CH2:49][CH2:50][CH2:51]1. The reactants are C1(=CC=C(C=C1)C=O)C (p-tolualdehyde), B(F)(F)F (BF3), C1(=CC=CC=C1)C (toluene), [C]=O (carbon monoxide), C1(=CC=C(C=C1)C=O)C (p-tolualdehyde), C1(=CC=C(C=C1)C=O)C (p-tolualdehyde). Solvent: CC(=O)C (acetone), C(C)(=O)OCC (ethyl acetate). Yields the product CC=1C=CC(=CC1)C(=O)O (p-toluic acid). Reaction SMILES: [C:1]1([CH3:9])[CH:6]=[CH:5][C:4]([CH:7]=[O:8])=[CH:3][CH:2]=1.C1(C)C=CC=CC=1.[C]=[O:18].B(F)(F)F>C(OCC)(=O)C.CC(C)=O>[CH3:9][C:1]1[CH:2]=[CH:3][C:4]([C:7]([OH:18])=[O:8])=[CH:5][CH:6]=1 |^3:16|. Reported procedure: As described above, p-tolualdehyde, starting material of the present invention, is synthesized through reaction of toluene with carbon monoxide in the presence of a catalyst of HF--BF3 or HCl--AlCl3, and the resulting crude p-tolualdehyde is in a form of complex with the catalyst. After passage through the ordinary step of decomposing the complex, the crude p-tolualdehyde is purified to a purity of about 93 % by distillation. The resulting p-tolualdehyde has a sufficient quality as an industrial... The reactants are O=Cc1ccc2c(c1)COC2, O=C1CSC(=O)N1. Product: O=C1NC(=O)C(=Cc2ccc3c(c2)COC3)S1. RXN SMILES: [CH2:1]1[O:2][CH2:3][c:4]2[c:5]1[cH:6][cH:7][c:8]([CH:10]=[O:11])[cH:9]2.[O:12]=[C:13]1[CH2:14][S:15][C:16](=[O:17])[NH:18]1>>[CH2:1]1[O:2][CH2:3][c:4]2[c:5]1[cH:6][cH:7][c:8]([CH:10]=[C:14]1[C:13](=[O:12])[NH:18][C:16](=[O:17])[S:15]1)[cH:9]2. Reactants: C(C)(=O)N1CC2=C(CC1)C(=C(S2)C)CCCl (6-acetyl-3-(2-chloroethyl)-4,5,6,7-tetrahydro-2-methylthieno[2,3-c]pyridine), C(C(=O)[O-])(=O)[O-] (oxalate), ClC1=CC2=C(N=C(S2)N2CCNCC2)C=C1 (1-(6-chlorobenzothiazol-2-yl)piperazine). The product is C(C)(=O)N1CC2=C(CC1)C(=C(S2)C)CCN2CCN(CC2)C=2SC1=C(N2)C=CC(=C1)Cl (6-acetyl-3-(2-(4-(6-chlorobenzothiazol-2-yl)piperazin-1-yl)ethyl)-4,5,6,7-tetrahydro-2-methylthieno[2,3-c]pyridine). Isolated yield 10.9%. As a reaction SMILES: [C:1]([N:4]1[CH2:9][CH2:8][C:7]2[C:10]([CH2:14][CH2:15]Cl)=[C:11]([CH3:13])[S:12][C:6]=2[CH2:5]1)(=[O:3])[CH3:2].[Cl:17][C:18]1[CH:32]=[CH:31][C:21]2[N:22]=[C:23]([N:25]3[CH2:30][CH2:29][NH:28][CH2:27][CH2:26]3)[S:24][C:20]=2[CH:19]=1.C([O-])(=O)C([O-])=O>>[C:1]([N:4]1[CH2:9][CH2:8][C:7]2[C:10]([CH2:14][CH2:15][N:28]3[CH2:29][CH2:30][N:25]([C:23]4[S:24][C:20]5[CH:19]=[C:18]([Cl:17])[CH:32]=[CH:31][C:21]=5[N:22]=4)[CH2:26][CH2:27]3)=[C:11]([CH3:13])[S:12][C:6]=2[CH2:5]1)(=[O:3])[CH3:2]. Procedure: The reaction and procedure were conducted in a similar manner as in Example 24 using 0.2 g of 6-acetyl-3-(2-chloroethyl)-4,5,6,7-tetrahydro-2-methylthieno[2,3-c]pyridine and 0.2 g of 1-(6-chlorobenzothiazol-2-yl)piperazine to give 0.04 g of 6-acetyl-3-(2-(4-(6-chlorobenzothiazol-2-yl)piperazin-1-yl)ethyl)-4,5,6,7-tetrahydro-2-methylthieno[2,3-c]pyridine as an oil, m.p. 180° C. (decomposition) as an oxalate thereof. Reactants: NC=1SC(=CC1C(=O)N)C1=C(C=C(C=C1)C(C)(C)O)F (2-amino-5-[2-fluoro-4-(1-hydroxy-1-methylethyl)phenyl]thiophene-3-carboxamide), ClC1=NC=C(C(=O)N(C)C)C=C1 (6-chloro-N,N-dimethylnicotinamide). Product: NC(=O)C1=C(SC(=C1)C1=C(C=C(C=C1)C(C)(C)O)F)NC1=NC=C(C(=O)N(C)C)C=C1 (6-({3-(Aminocarbonyl)-5-[2-fluoro-4-(1-hydroxy-1-methylethyl)phenyl]-2-thienyl}amino)-N,N-dimethylnicotinamide). As a reaction SMILES: [NH2:1][C:2]1[S:3][C:4]([C:10]2[CH:15]=[CH:14][C:13]([C:16]([OH:19])([CH3:18])[CH3:17])=[CH:12][C:11]=2[F:20])=[CH:5][C:6]=1[C:7]([NH2:9])=[O:8].Cl[C:22]1[CH:32]=[CH:31][C:25]([C:26]([N:28]([CH3:30])[CH3:29])=[O:27])=[CH:24][N:23]=1>>[NH2:9][C:7]([C:6]1[CH:5]=[C:4]([C:10]2[CH:15]=[CH:14][C:13]([C:16]([OH:19])([CH3:17])[CH3:18])=[CH:12][C:11]=2[F:20])[S:3][C:2]=1[NH:1][C:22]1[CH:32]=[CH:31][C:25]([C:26]([N:28]([CH3:30])[CH3:29])=[O:27])=[CH:24][N:23]=1)=[O:8]. Procedure details: The title compound was prepared as described in Example 1 using 2-amino-5-[2-fluoro-4-(1-hydroxy-1-methylethyl)phenyl]thiophene-3-carboxamide (150 mg, 0.510 mmol) and 6-chloro-N,N-dimethylnicotinamide (94 mg, 0.510 mmol) as starting materials.